Dataset: the Open Reaction Database (ORD), a public repository of structured organic reaction records. Task: describe an organic reaction: reactants, conditions, products, and yield Reactants: ClCCCl, C1COCCN1, CCN(C(C)C)C(C)C, ClCCl, O=C(O)c1ccc(-c2cc3oc4ccccc4c(=O)c3cn2)cc1, CN(C)C=O, On1nnc2ccccc21. Yields the product O=C(c1ccc(-c2cc3oc4ccccc4c(=O)c3cn2)cc1)N1CCOCC1. RXN SMILES: [CH2:11]([Cl:12])[CH2:13][Cl:14].[CH2:48]1[CH2:49][O:50][CH2:51][CH2:52][NH:53]1.[CH:15]([N:16]([CH2:17][CH3:18])[CH:19]([CH3:20])[CH3:21])([CH3:22])[CH3:23].[Cl:59][CH2:60][Cl:61].[O:24]=[c:25]1[c:26]2[cH:27][cH:28][cH:29][cH:30][c:31]2[o:32][c:33]2[c:34]1[cH:35][n:36][c:37](-[c:39]1[cH:40][cH:41][c:42]([C:43](=[O:44])[OH:45])[cH:46][cH:47]1)[cH:38]2.[O:54]=[CH:55][N:56]([CH3:57])[CH3:58].[OH:1][n:2]1[c:3]2[c:4]([cH:5][cH:6][cH:7][cH:8]2)[n:9][n:10]1>>[O:24]=[c:25]1[c:26]2[cH:27][cH:28][cH:29][cH:30][c:31]2[o:32][c:33]2[c:34]1[cH:35][n:36][c:37](-[c:39]1[cH:40][cH:41][c:42]([C:43](=[O:45])[N:53]3[CH2:48][CH2:49][O:50][CH2:51][CH2:52]3)[cH:46][cH:47]1)[cH:38]2.